From a dataset of the Open Reaction Database (ORD), a public repository of structured organic reaction records. describe an organic reaction: reactants, conditions, products, and yield Reactants: [Cl-].[NH4+] (ammonium chloride), CS(=O)(=O)C1=CC=C(C=C1)Br (4-bromophenyl methyl sulfone), COC(/C(=C\C1CCCCCC1)/I)=O ((E)-3-cycloheptyl-2-iodo-acrylic acid methyl ester), C[Si](C)(C)Cl (trimethylsilyl chloride), BrCCBr (1,2-dibromoethane). The reagents and catalysts are [Zn] (zinc), [Zn] (zinc), C=1C=CC(=CC1)/C=C/C(=O)/C=C/C2=CC=CC=C2.C=1C=CC(=CC1)/C=C/C(=O)/C=C/C2=CC=CC=C2.[Pd] (bis(dibenzylideneacetone)palladium(0)), [Zn] (zinc), [Zn] (zinc), [Zn] (zinc), [Zn] (zinc). Solvent: O1CCCC1 (tetrahydrofuran), O1CCCC1 (tetrahydrofuran), O1CCCC1 (tetrahydrofuran), O1CCCC1 (tetrahydrofuran), O1CCCC1 (tetrahydrofuran). Conditions: temperature 25 celsius, time 15 minute. The product is hexanes ethyl acetate, COC(\C(=C\C1CCCCCC1)\C1=CC=C(C=C1)S(=O)(=O)C)=O ((E)-3-cycloheptyl-2-(4-methanesulfonyl-phenyl)-acrylic acid methyl ester). Isolated yield 99.2%. As a reaction SMILES: BrCCBr.C[Si](Cl)(C)C.[CH3:10][O:11][C:12](=[O:23])/[C:13](/I)=[CH:14]\[CH:15]1[CH2:21][CH2:20][CH2:19][CH2:18][CH2:17][CH2:16]1.[CH3:24][S:25]([C:28]1[CH:33]=[CH:32][C:31](Br)=[CH:30][CH:29]=1)(=[O:27])=[O:26].[Cl-].[NH4+]>O1CCCC1.[Zn].C1C=CC(/C=C/C(/C=C/C2C=CC=CC=2)=O)=CC=1.C1C=CC(/C=C/C(/C=C/C2C=CC=CC=2)=O)=CC=1.[Pd]>[CH3:10][O:11][C:12](=[O:23])/[C:13](/[C:31]1[CH:32]=[CH:33][C:28]([S:25]([CH3:24])(=[O:27])=[O:26])=[CH:29][CH:30]=1)=[CH:14]/[CH:15]1[CH2:21][CH2:20][CH2:19][CH2:18][CH2:17][CH2:16]1 |f:4.5,8.9.10|. Reported procedure: A mixture of zinc dust (2.6 g, 40 mmol, Aldrich, −325 mesh) and dry tetrahydrofuran (3 mL) under argon was treated with 1,2-dibromoethane (0.38 g, 2 mmol). The zinc suspension was then heated with a heat gun to ebullition, allowed to cool, and heated again. This process was repeated three times to make sure the zinc dust was activated. The activated zinc dust suspension was then treated with trimethylsilyl chloride (220 mg, 2 mmol), and the suspension was stirred for 15 min at 25° C. The reactio... The reactants are O=C=NCCBr, COC(=O)C1(C)Cc2c([nH]c3ccc(Cl)cc23)C(c2cccc(O)c2)N1, CCC(C)=O. The product is CC12Cc3c([nH]c4ccc(Cl)cc34)C(c3cccc(O)c3)N1C(=O)N(CCBr)C2=O. Reaction SMILES: [Br:27][CH2:28][CH2:29][N:30]=[C:31]=[O:32].[CH3:1][O:2][C:3](=[O:4])[C:5]1([CH3:26])[NH:6][CH:7]([c:19]2[cH:20][c:21]([OH:25])[cH:22][cH:23][cH:24]2)[c:8]2[nH:9][c:10]3[cH:11][cH:12][c:13]([Cl:18])[cH:14][c:15]3[c:16]2[CH2:17]1.[CH3:33][C:34](=[O:35])[CH2:36][CH3:37]>>[C:3]1(=[O:4])[C:5]2([CH3:26])[N:6]([CH:7]([c:19]3[cH:20][c:21]([OH:25])[cH:22][cH:23][cH:24]3)[c:8]3[nH:9][c:10]4[cH:11][cH:12][c:13]([Cl:18])[cH:14][c:15]4[c:16]3[CH2:17]2)[C:31](=[O:32])[N:30]1[CH2:29][CH2:28][Br:27].